Dataset: the Open Reaction Database (ORD), a public repository of structured organic reaction records. Task: describe an organic reaction: reactants, conditions, products, and yield Reaction conditions: time 20 hour. Starting materials: OC[C@H]1CN(CCC1)C ((R)-3-hydroxymethyl-1 -methylpiperidine), S(=O)(=O)(C1=CC=C(C)C=C1)Cl (tosyl chloride). Yield: 42.3%. The solvent is ClCCl (dichloromethane). As a reaction SMILES: [OH:1][CH2:2][C@@H:3]1[CH2:8][CH2:7][CH2:6][N:5]([CH3:9])[CH2:4]1.[S:10](Cl)([C:13]1[CH:19]=[CH:18][C:16]([CH3:17])=[CH:15][CH:14]=1)(=[O:12])=[O:11]>ClCCl>[S:10]([O:1][CH2:2][C@@H:3]1[CH2:8][CH2:7][CH2:6][N:5]([CH3:9])[CH2:4]1)([C:13]1[CH:19]=[CH:18][C:16]([CH3:17])=[CH:15][CH:14]=1)(=[O:12])=[O:11]. Procedure: A solution of (R)-3-hydroxymethyl-1 -methylpiperidine (2.6 g, 20 mmol) in dichloromethane (70 mL) was cooled to 5° C. and tosyl chloride (3.8 g, 20 mmol) was added in portions during 15 minutes. After the addition was complete, the reaction was allowed to warm to room temperature and was stirred for 20 hours. The reaction mixture was then concentrated and the residue partitioned between 10% potassium hydroxide (50 mL) and ether (100 mL). The ether layer was removed and the aqueous phase extracte... Yields the product S(=O)(=O)(C1=CC=C(C)C=C1)OC[C@H]1CN(CCC1)C ((R)-3-tosyloxymethyl-1 -methylpiperidine). Starting materials: CC(C)=CCCC(C)=CCO, [H][H], c1ccccc1. Product: CC(C)=CCCC(C)CCO. Reaction SMILES: [CH3:1][C:2]([CH3:3])=[CH:4][CH2:5][CH2:6][C:7]([CH3:8])=[CH:9][CH2:10][OH:11].[H:12][H:13].[cH:14]1[cH:15][cH:16][cH:17][cH:18][cH:19]1>>[CH3:1][C:2]([CH3:3])=[CH:4][CH2:5][CH2:6][CH:7]([CH3:8])[CH2:9][CH2:10][OH:11]. The reactants are CC=1N=C2N(C(C1C1=CC(=CC=C1)C(F)(F)F)=O)C=CS2 (7-Methyl-6-[3-(trifluoromethyl)phenyl]-5H-[1,3]thiazolo[3,2-a]pyrimidin-5-one), C1(CC1)COC1=C(C=O)C=CC=C1OC (2-cyclopropylmethoxy-3-methoxybenzaldehyde), [O-]CC.[Na+] (sodium ethoxide). Run in C(C)O (ethanol). The product is C1(CC1)COC1=C(C=CC=C1OC)/C=C/C=1N=C2N(C(C1C1=CC(=CC=C1)C(F)(F)F)=O)C=CS2 (7-[(E)-2-(2-Cyclopropylmethoxy-3-methoxyphenyl)-1-ethenyl]-6-[3-(trifluoro methyl)phenyl]-5H-[1,3]thiazolo[3,2-a]pyrimidin-5-one). Yield: 41.1%. RXN SMILES: [CH3:1][C:2]1[N:3]=[C:4]2[S:21][CH:20]=[CH:19][N:5]2[C:6](=[O:18])[C:7]=1[C:8]1[CH:13]=[CH:12][CH:11]=[C:10]([C:14]([F:17])([F:16])[F:15])[CH:9]=1.[CH:22]1([CH2:25][O:26][C:27]2[C:34]([O:35][CH3:36])=[CH:33][CH:32]=[CH:31][C:28]=2[CH:29]=O)[CH2:24][CH2:23]1.[O-]CC.[Na+]>C(O)C>[CH:22]1([CH2:25][O:26][C:27]2[C:34]([O:35][CH3:36])=[CH:33][CH:32]=[CH:31][C:28]=2/[CH:29]=[CH:1]/[C:2]2[N:3]=[C:4]3[S:21][CH:20]=[CH:19][N:5]3[C:6](=[O:18])[C:7]=2[C:8]2[CH:13]=[CH:12][CH:11]=[C:10]([C:14]([F:17])([F:15])[F:16])[CH:9]=2)[CH2:23][CH2:24]1 |f:2.3|. Procedure details: The title compound was prepared by condensation of Intermediate 6 (175 mg, 0.561 mmol) with 2-cyclopropylmethoxy-3-methoxybenzaldehyde (150 mg, 0.783 mmol) in presence of sodium ethoxide (76 mg, 1.118 mmol) in ethanol (10 ml) according to the procedure of Example 24 afforded 115 mg of the desired product as an off-white solid; 1H NMR (300 MHz, DMSO-d6) δ 0.24 (d, J=4.2 Hz, 2H), 0.48 (d, J=5.7 Hz, 2H), 0.93-0.99 (m, 1H), 3.67 (d, J=6.6 Hz, 2H), 3.77 (s, 3H), 6.85-7.01 (m, 4H), 7.53 (d, J=4.8 Hz, ... Starting materials: [Li]CCCC (n-BuLi), CN(C)C=O (DMF), BrC1=CSC=C1CC (3-bromo-4-ethylthiophene), B9. The solvent is hexanes, C(C)OCC (diethyl ether). Run at temperature -20 celsius, time 8 hour. Product: C(C)C=1C(=CSC1)C=O (4-ethylthiophene-3-carboxaldehyde), C9. As a reaction SMILES: Br[C:2]1[C:6]([CH2:7][CH3:8])=[CH:5][S:4][CH:3]=1.[Li]CCCC.CN([CH:17]=[O:18])C>C(OCC)C>[CH2:7]([C:6]1[C:2]([CH:17]=[O:18])=[CH:3][S:4][CH:5]=1)[CH3:8]. Procedure: A solution of 3-bromo-4-ethylthiophene, B9, (3.4 g, 0.018 mol) in 40 mL of diethyl ether was cooled to -78° C., and a solution of n-BuLi (12.0 mL, 1.6M) in hexanes was added dropwise. The solution was allowed to warm to -20° C., and DMF (1.46 g, 0.020 mol) was added. The reaction mixture was allowed to warm to ambient temperature and was stirred overnight. The reaction was quenched with aqueous ammonium chloride solution and extracted twice with diethyl ether. The organic extracts were combined,... Starting materials: BrCCBr, N#CCc1cc(Br)cc(Br)c1, CS(C)=O, [H-], [Na+], O. Yields the product N#CC1(c2cc(Br)cc(Br)c2)CC1. Reaction SMILES: [Br:14][CH2:15][CH2:16][Br:17].[Br:3][c:4]1[cH:5][c:6]([CH2:11][C:12]#[N:13])[cH:7][c:8]([Br:10])[cH:9]1.[CH3:19][S:20]([CH3:21])=[O:22].[H-:1].[Na+:2].[OH2:18]>>[Br:3][c:4]1[cH:5][c:6]([C:11]2([C:12]#[N:13])[CH2:15][CH2:16]2)[cH:7][c:8]([Br:10])[cH:9]1. As a reaction SMILES: [CH2:1]([c:2]1[cH:3][cH:4][cH:5][cH:6][cH:7]1)[O:8][c:9]1[cH:10][c:11]([F:37])[c:12]([CH:16]([OH:17])[c:18]2[cH:19][n:20]([Si:27]([CH:28]([CH3:29])[CH3:30])([CH:31]([CH3:32])[CH3:33])[CH:34]([CH3:35])[CH3:36])[c:21]3[n:22][cH:23][cH:24][cH:25][c:26]23)[cH:13][c:14]1[F:15].[CH3:39][CH2:40][CH2:41][CH2:42][N+:43]([CH2:44][CH2:45][CH2:46][CH3:47])([CH2:48][CH2:49][CH2:50][CH3:51])[CH2:52][CH2:53][CH2:54][CH3:55].[F-:38].[O:56]1[CH2:57][CH2:58][CH2:59][CH2:60]1>>[CH2:1]([c:2]1[cH:3][cH:4][cH:5][cH:6][cH:7]1)[O:8][c:9]1[cH:10][c:11]([F:37])[c:12]([CH:16]([OH:17])[c:18]2[cH:19][nH:20][c:21]3[n:22][cH:23][cH:24][cH:25][c:26]23)[cH:13][c:14]1[F:15]. The reactants are CC(C)[Si](C(C)C)(C(C)C)n1cc(C(O)c2cc(F)c(OCc3ccccc3)cc2F)c2cccnc21, CCCC[N+](CCCC)(CCCC)CCCC, [F-], C1CCOC1. The product is OC(c1cc(F)c(OCc2ccccc2)cc1F)c1c[nH]c2ncccc12. The product is CC(=O)OCCCOc1ccc2oc3cc(C(=O)O)ccc3c(=O)c2c1. Reaction SMILES: [CH3:24][C:25](=[O:26])[O:27][C:28](=[O:29])[CH3:30].[OH:1][CH2:2][CH2:3][CH2:4][O:5][c:6]1[cH:7][cH:8][c:9]2[o:10][c:11]3[cH:12][c:13]([C:21](=[O:22])[OH:23])[cH:14][cH:15][c:16]3[c:17](=[O:20])[c:18]2[cH:19]1>>[O:1]([CH2:2][CH2:3][CH2:4][O:5][c:6]1[cH:7][cH:8][c:9]2[o:10][c:11]3[cH:12][c:13]([C:21](=[O:22])[OH:23])[cH:14][cH:15][c:16]3[c:17](=[O:20])[c:18]2[cH:19]1)[C:25]([CH3:24])=[O:26]. Reactants: CC(=O)OC(C)=O, O=C(O)c1ccc2c(=O)c3cc(OCCCO)ccc3oc2c1. Reactants: CSCC=1C=CC=C2C=CNC12 (7-[(Methylsulfanyl)methyl]-1H-indole), ClC=1C=C(C=CC1F)C(O)C1=CC=C(C=C1)Cl ((3-Chloro-4-fluorophenyl)(4-chlorophenyl)methanol), FC1=CC=C(C=C1)C(C1=CNC2=C(C=CC=C12)CSC)C1=CC=C(C=C1)F (3-[Bis(4-fluorophenyl)methyl]-7-[(methylsulfanyl)methyl]-1H-indole). Product: ClC=1C=C(C=CC1F)C(C1=CNC2=C(C=CC=C12)CSC)C1=CC=C(C=C1)Cl (3-[(3-Chloro-4-fluorophenyl)(4-chlorophenyl)methyl]-7-[(methylsulfanyl)methyl]-1H-indole). Reaction SMILES: [CH3:1][S:2][CH2:3][C:4]1[CH:5]=[CH:6][CH:7]=[C:8]2[C:12]=1[NH:11][CH:10]=[CH:9]2.[Cl:13][C:14]1[CH:15]=[C:16]([CH:21]([C:23]2[CH:28]=[CH:27][C:26]([Cl:29])=[CH:25][CH:24]=2)O)[CH:17]=[CH:18][C:19]=1[F:20].FC1C=CC(C(C2C=CC(F)=CC=2)C2C3C(=C(CSC)C=CC=3)NC=2)=CC=1>>[Cl:13][C:14]1[CH:15]=[C:16]([CH:21]([C:23]2[CH:28]=[CH:27][C:26]([Cl:29])=[CH:25][CH:24]=2)[C:9]2[C:8]3[C:12](=[C:4]([CH2:3][S:2][CH3:1])[CH:5]=[CH:6][CH:7]=3)[NH:11][CH:10]=2)[CH:17]=[CH:18][C:19]=1[F:20]. Procedure details: The title compound was prepared starting from 750 mg (4.23 mmol) of the compound from Example 8A and 1.15 g (4.23 mmol) of the compound from Example 177A in analogy to the synthesis of the compound from Example 278. 483 mg (26% of theory) of the target compound were obtained. Reactants: ClC=1C=CC(=NC1)N1C(C2=NC=CN=C2C1O)=O (6-(5-chloropyrid-2-yl)-5-hydroxy-7-oxo-5,6-dihydropyrrolo[3,4-b]pyrazine), Cl.ClC(=O)N1CCN(CC1)C (1-chlorocarbonyl-4-methylpiperazine hydrochloride). The solvent is C(C)N(CC)CC (triethyl amine). The product is CN1CCN(CC1)C(=O)OC2C3=C(N=CC=N3)C(=O)N2C=4C=CC(=CN4)Cl (zopiclone). RXN SMILES: [Cl:1][C:2]1[CH:3]=[CH:4][C:5]([N:8]2[CH:16]([OH:17])[C:15]3[C:10](=[N:11][CH:12]=[CH:13][N:14]=3)[C:9]2=[O:18])=[N:6][CH:7]=1.Cl.Cl[C:21]([N:23]1[CH2:28][CH2:27][N:26]([CH3:29])[CH2:25][CH2:24]1)=[O:22]>C(N(CC)CC)C>[CH3:29][N:26]1[CH2:27][CH2:28][N:23]([C:21]([O:18][CH:9]2[N:8]([C:5]3[CH:4]=[CH:3][C:2]([Cl:1])=[CH:7][N:6]=3)[C:16](=[O:17])[C:15]3[N:14]=[CH:13][CH:12]=[N:11][C:10]2=3)=[O:22])[CH2:24][CH2:25]1 |f:1.2|. Procedure details: reacting 6-(5-chloropyrid-2-yl)-5-hydroxy-7-oxo-5,6-dihydropyrrolo[3,4-b]pyrazine with 1-chlorocarbonyl-4-methylpiperazine hydrochloride in an organic solvent in presence of triethyl amine along with a catalytic amount of an acylation catalyst to obtain racemic zopiclone;